This data is from the Open Reaction Database (ORD), a public repository of structured organic reaction records. The task is: describe an organic reaction: reactants, conditions, products, and yield The reactants are C(C)OC(=O)C=1C(=NC2=CC=CC=C2C1)N (Amino-quinoline-3-carboxylic acid ethyl ester), FC(C1=CC=C(C=C1)C=1C(=CC=CC1)C(=O)Cl)(F)F (4′-trifluoromethyl-biphenyl-2-carbonyl chloride), N1=CC=CC=C1 (pyridine), 4-N,N-dimethylamino-pyridine. The solvent is C(Cl)(Cl)Cl (chloroform), C(Cl)(Cl)Cl (chloroform). The product is C(C)OC(=O)C=1C=NC2=CC(=CC=C2C1)NC(=O)C=1C(=CC=CC1)C1=CC=C(C=C1)C(F)(F)F (7-[(4′-Trifluoromethyl-biphenyl-2-carbonyl)-amino]-quinoline-3-carboxylic acid ethyl ester). Isolated yield 159.1%. As a reaction SMILES: [CH2:1]([O:3][C:4]([C:6]1[C:7](N)=[N:8][C:9]2[C:14]([CH:15]=1)=[CH:13][CH:12]=[CH:11][CH:10]=2)=[O:5])[CH3:2].[N:17]1C=CC=CC=1.[F:23][C:24]([F:41])([F:40])[C:25]1[CH:30]=[CH:29][C:28]([C:31]2[C:32]([C:37](Cl)=[O:38])=[CH:33][CH:34]=[CH:35][CH:36]=2)=[CH:27][CH:26]=1>C(Cl)(Cl)Cl>[CH2:1]([O:3][C:4]([C:6]1[CH:7]=[N:8][C:9]2[C:14]([CH:15]=1)=[CH:13][CH:12]=[C:11]([NH:17][C:37]([C:32]1[C:31]([C:28]3[CH:29]=[CH:30][C:25]([C:24]([F:41])([F:40])[F:23])=[CH:26][CH:27]=3)=[CH:36][CH:35]=[CH:34][CH:33]=1)=[O:38])[CH:10]=2)=[O:5])[CH3:2]. Procedure: 7-[Amino-quinoline-3-carboxylic acid ethyl ester (8.6 g, 39.8 mmol) was combined with pyridine (12.9 ml, 159 mmol) and 4-N,N-dimethylamino-pyridine (0.5 g, 4 mmol) in 100 ml of chloroform. The mixture was stirred as 4′-trifluoromethyl-biphenyl-2-carbonyl chloride (22.64 g, 79.5 mmol) was added as a solution in 100 ml of chloroform. After heating at reflux for 2 h, the mixture was concentrated under vacuum, the residue taken up in ethyl acetate (600 ml) and washed sequentially with a 1 N aqueous ... The reactants are BrC=1C(=CSC1[N+](=O)[O-])C#N (4-bromo-5-nitrothiophene-3-carbonitrile), C(CCC)[Sn](C=1SC2=C(N1)C=CC=C2)(CCCC)CCCC (2-(tributylstannyl)benzo[d]thiazole). The product is [N+](=O)([O-])C1=C(C(=CS1)C#N)C=1SC2=C(N1)C=CC=C2 (5-nitro-4-(benzo[d]thiazol-2-yl)thiophene-3-carbonitrile). RXN SMILES: Br[C:2]1[C:3]([C:10]#[N:11])=[CH:4][S:5][C:6]=1[N+:7]([O-:9])=[O:8].C([Sn](CCCC)(CCCC)[C:17]1[S:18][C:19]2[CH:25]=[CH:24][CH:23]=[CH:22][C:20]=2[N:21]=1)CCC>>[N+:7]([C:6]1[S:5][CH:4]=[C:3]([C:10]#[N:11])[C:2]=1[C:17]1[S:18][C:19]2[CH:25]=[CH:24][CH:23]=[CH:22][C:20]=2[N:21]=1)([O-:9])=[O:8]. Reported procedure: 5-nitro-4-(benzo[d]thiazol-2-yl)thiophene-3-carbonitrile was prepared from 4-bromo-5-nitrothiophene-3-carbonitrile (0.16 g, 0.67 mmol) and 2-(tributylstannyl)benzo[d]thiazole (0.45 g, 1.07 mmol) according to protocol R. Retention time (min)=0.381, method [4], MS(ESI) 288.0 (M+H).